describe an organic reaction: reactants, conditions, products, and yield From a dataset of the Open Reaction Database (ORD), a public repository of structured organic reaction records. Starting materials: FC(C(=O)O)(F)F.ClC1=CC=C2C(=C1)NC(C21C(NC(C1C1=C(C(=CC=C1)Cl)F)C(=O)O)CC(C)(C)C)=O (rac-(2′S,3′R,4′S,5′R)-6-chloro-4′-(3-chloro-2-fluoro-phenyl)-2′-(2,2-dimethyl-propyl)-2-oxo-1,2-dihydro-spiro[indole-3,3′-pyrrolidine]-5′-carboxylic acid trifluoroacetic acid), Cl.NC1=C(C=C(C=C1)NS(=O)(=O)C)OC (N-(4-amino-3-methoxyphenyl)methanesulfonamide hydrochloride), C(C)(C)N(CC)C(C)C (diisopropylethylamine), C1(=CC=CC=C1)P(=O)(C1=CC=CC=C1)Cl (diphenylphosphinic chloride). The product is CS(=O)(=O)NC1=CC(=C(C=C1)NC(=O)C1C(C2(C(N1)CC(C)(C)C)C(NC1=CC(=CC=C12)Cl)=O)C1=C(C(=CC=C1)Cl)F)OC (rac-(2′S,3′R,4′S,5′R)-6-chloro-4′-(3-chloro-2-fluoro-phenyl)-2′-(2,2-dimethyl-propyl)-2-oxo-1,2-dihydro-spiro[indole-3,3′-pyrrolidine]-5′-carboxylic acid (4-methanesulfonylamino-2-methoxy-phenyl)-amide). Yield: 46.4%. RXN SMILES: FC(F)(F)C(O)=O.[Cl:8][C:9]1[CH:14]=[C:13]2[NH:15][C:16](=[O:38])[C:17]3([CH:21]([C:22]4[CH:27]=[CH:26][CH:25]=[C:24]([Cl:28])[C:23]=4[F:29])[CH:20]([C:30]([OH:32])=O)[NH:19][CH:18]3[CH2:33][C:34]([CH3:37])([CH3:36])[CH3:35])[C:12]2=[CH:11][CH:10]=1.C(N(C(C)C)CC)(C)C.C1(P(Cl)(C2C=CC=CC=2)=O)C=CC=CC=1.Cl.[NH2:64][C:65]1[CH:70]=[CH:69][C:68]([NH:71][S:72]([CH3:75])(=[O:74])=[O:73])=[CH:67][C:66]=1[O:76][CH3:77]>>[CH3:75][S:72]([NH:71][C:68]1[CH:69]=[CH:70][C:65]([NH:64][C:30]([CH:20]2[NH:19][CH:18]([CH2:33][C:34]([CH3:35])([CH3:37])[CH3:36])[C:17]3([C:12]4[C:13](=[CH:14][C:9]([Cl:8])=[CH:10][CH:11]=4)[NH:15][C:16]3=[O:38])[CH:21]2[C:22]2[CH:27]=[CH:26][CH:25]=[C:24]([Cl:28])[C:23]=2[F:29])=[O:32])=[C:66]([O:76][CH3:77])[CH:67]=1)(=[O:74])=[O:73] |f:0.1,4.5|. Reported procedure: In a manner similar to the method described in Example 5, rac-(2′S,3′R,4′S,5′R)-6-chloro-4′-(3-chloro-2-fluoro-phenyl)-2′-(2,2-dimethyl-propyl)-2-oxo-1,2-dihydro-spiro[indole-3,3′-pyrrolidine]-5′-carboxylic acid trifluoroacetic acid prepared in Example 4 (0.3 g, 0.52 mmol), was reacted with diisopropylethylamine (0.34 g, 2.6 mmol), diphenylphosphinic chloride (0.38 g, 1.6 mmol), then reacted with N-(4-amino-3-methoxyphenyl)methanesulfonamide hydrochloride (Astatech) (0.2 g, 0.8 mmol) to give rac... Reactants: ClC1=C(C(=NC2=CC=C(C=C12)C(O)C1=CN=NN1C)OC)CC1=CC=C(C=C1)C(F)(F)F ((4-chloro-2-methoxy-3-(4-(trifluoromethyl)benzyl)quinolin-6-yl)(1-methyl-1H-1,2,3-triazol-5-yl)methanol), Intermediate 9. The reagents and catalysts are [O-2].[O-2].[Mn+4] (manganese dioxide). The solvent is O1CCOCC1 (1,4-dioxane). Conditions: temperature 45 celsius, time 2 hour. The product is ClC1=C(C(=NC2=CC=C(C=C12)C(=O)C1=CN=NN1C)OC)CC1=CC=C(C=C1)C(F)(F)F ((4-Chloro-2-methoxy-3-(4-(trifluoromethyl)benzyl)quinolin-6-yl)(1-methyl-1H-1,2,3-triazol-5-yl)methanone). Reaction SMILES: [Cl:1][C:2]1[C:11]2[C:6](=[CH:7][CH:8]=[C:9]([CH:12]([C:14]3[N:18]([CH3:19])[N:17]=[N:16][CH:15]=3)[OH:13])[CH:10]=2)[N:5]=[C:4]([O:20][CH3:21])[C:3]=1[CH2:22][C:23]1[CH:28]=[CH:27][C:26]([C:29]([F:32])([F:31])[F:30])=[CH:25][CH:24]=1>[O-2].[O-2].[Mn+4].O1CCOCC1>[Cl:1][C:2]1[C:11]2[C:6](=[CH:7][CH:8]=[C:9]([C:12]([C:14]3[N:18]([CH3:19])[N:17]=[N:16][CH:15]=3)=[O:13])[CH:10]=2)[N:5]=[C:4]([O:20][CH3:21])[C:3]=1[CH2:22][C:23]1[CH:24]=[CH:25][C:26]([C:29]([F:30])([F:31])[F:32])=[CH:27][CH:28]=1 |f:1.2.3|. Procedure: To a flask containing (4-chloro-2-methoxy-3-(4-(trifluoromethyl)benzyl)quinolin-6-yl)(1-methyl-1H-1,2,3-triazol-5-yl)methanol (745 mg, 1.61 mmol, Intermediate 9: step a) was added 1,4-dioxane (35 mL), producing a suspension at room temperature. Warming to 45° C. formed a homogeneous solution. Then manganese dioxide (719 mg, 8.28 mmol) was introduced and the mixture was heated to 85° C. After 2 hours, the contents were filtered through Celite® while still warm and rinsed with THF. The solution wa... Starting materials: CCN(C(C)C)C(C)C (DIPEA), BrC1=C(C(=O)O)C=C(C=C1)F (2-bromo-5-fluoro-benzoic acid), O=C(CNC(C1=CC=C(C=C1)NC1=CC=CC=C1)=O)N1CCNCC1 (N-(2-Oxo-2-piperazin-1-yl-ethyl)-4-phenylamino-benzamide), Cl (HCl), CCN=C=NCCCN(C)C (EDCI), C=1C=CC2=C(C1)N=NN2O (HOBT). The solvent is CN(C)C=O (DMF), O (water). Run at time 8 hour. The product is BrC1=C(C(=O)N2CCN(CC2)C(CNC(C2=CC=C(C=C2)NC2=CC=CC=C2)=O)=O)C=C(C=C1)F (N-{2-[4-(2-bromo-5-fluoro-benzoyl)-piperazin-1-yl]-2-oxo-ethyl}-4-phenylamino-benzamide). Yield: 50.0%. RXN SMILES: CCN(C(C)C)C(C)C.[Br:10][C:11]1[CH:19]=[CH:18][C:17]([F:20])=[CH:16][C:12]=1[C:13]([OH:15])=O.CCN=C=NCCCN(C)C.C1C=CC2N(O)N=NC=2C=1.[O:42]=[C:43]([N:61]1[CH2:66][CH2:65][NH:64][CH2:63][CH2:62]1)[CH2:44][NH:45][C:46](=[O:60])[C:47]1[CH:52]=[CH:51][C:50]([NH:53][C:54]2[CH:59]=[CH:58][CH:57]=[CH:56][CH:55]=2)=[CH:49][CH:48]=1.Cl>CN(C=O)C.O>[Br:10][C:11]1[CH:19]=[CH:18][C:17]([F:20])=[CH:16][C:12]=1[C:13]([N:64]1[CH2:65][CH2:66][N:61]([C:43](=[O:42])[CH2:44][NH:45][C:46](=[O:60])[C:47]2[CH:48]=[CH:49][C:50]([NH:53][C:54]3[CH:55]=[CH:56][CH:57]=[CH:58][CH:59]=3)=[CH:51][CH:52]=2)[CH2:62][CH2:63]1)=[O:15]. Reported procedure: DIPEA (114 mg, 0.15 mL, 0.88 mmol) was added drop wise to 2-bromo-5-fluoro-benzoic acid (77 mg, 0.35 mmol) in DMF (5 mL). EDCI (114 mg, 0.88 mmol) and HOBT (47 mg, 0.35 mmol) were added consecutively and, after 10 minutes, N-(2-Oxo-2-piperazin-1-yl-ethyl)-4-phenylamino-benzamide in its HCl salt form (100 mg, 0.29 mmol) was added. The resulting mixture was stirred at room temperature overnight. Cold water was then added and the product was extracted with EtOAc and the organic layer was washed wit... The reactants are 1F, COC1=CC=C(CNCCN2CCOCC2)C=C1 (N-(4-methoxybenzyl)-2-(4-morpholinyl)ethanamine), ClC=1C=C(C=2N(N1)C(=CN2)C#N)N(CC2=CC=C(C=C2)OC)C2CC2 (6-chloro-8-(cyclopropyl(4-methoxybenzyl)amino) imidazo[1,2-b]pyridazine-3-carbonitrile). The solvent is CO (methanol). The product is ClC=1C=C(C=2N(N1)C(=CN2)C#N)N(CCN2CCOCC2)CC2=CC=C(C=C2)OC (6-chloro-8-((4-methoxybenzyl)(2-(4-morpholinyl)ethyl)amino)imidazo[1,2-b]pyridazine-3-carbonitrile). As a reaction SMILES: [CH3:1][O:2][C:3]1[CH:18]=[CH:17][C:6]([CH2:7][NH:8][CH2:9][CH2:10][N:11]2[CH2:16][CH2:15][O:14][CH2:13][CH2:12]2)=[CH:5][CH:4]=1.[Cl:19][C:20]1[CH:21]=[C:22](N(C2CC2)CC2C=CC(OC)=CC=2)[C:23]2[N:24]([C:26]([C:29]#[N:30])=[CH:27][N:28]=2)[N:25]=1>CO>[Cl:19][C:20]1[CH:21]=[C:22]([N:8]([CH2:7][C:6]2[CH:5]=[CH:4][C:3]([O:2][CH3:1])=[CH:18][CH:17]=2)[CH2:9][CH2:10][N:11]2[CH2:12][CH2:13][O:14][CH2:15][CH2:16]2)[C:23]2[N:24]([C:26]([C:29]#[N:30])=[CH:27][N:28]=2)[N:25]=1. Reported procedure: 17A was prepared from 1F and N-(4-methoxybenzyl)-2-(4-morpholinyl)ethanamine following the procedure employed in the preparation of 1G. HPLC: Rt=2.95 min. (YMC S5 ODS 4.6×50 mm, 10-90% aqueous methanol containing 0.2% H3PO4, 4 min. gradient, monitored at 220 nm). MS (ES): m/z=427.1 [M+H]+.